Dataset: the Open Reaction Database (ORD), a public repository of structured organic reaction records. Task: describe an organic reaction: reactants, conditions, products, and yield Starting materials: compound, OC=1C=CC=C2C=CC=NC12 (8-hydroxy quinoline), CCOC(=O)C=1C=CC(=CC1)N (benzocaine), [N+](=O)([O-])C1=CC=C(C=O)C=C1 (4-nitro-benzaldehyde). Product: OC=1C(=CC=C2C=CC=NC12)N(C1=CC=C(C(=O)OCC)C=C1)CC1=CC=C(C=C1)[N+](=O)[O-] (Ethyl 4-((8-hydroxyquinolin-7-yl) (4-nitrophenyl) methylamino)benzoate). RXN SMILES: [CH3:1][CH2:2][O:3][C:4]([C:6]1[CH:7]=[CH:8][C:9]([NH2:12])=[CH:10][CH:11]=1)=[O:5].[N+:13]([C:16]1[CH:23]=[CH:22][C:19]([CH:20]=O)=[CH:18][CH:17]=1)([O-:15])=[O:14].[OH:24][C:25]1[CH:26]=[CH:27][CH:28]=[C:29]2[C:34]=1[N:33]=[CH:32][CH:31]=[CH:30]2>>[OH:24][C:25]1[C:26]([N:12]([CH2:20][C:19]2[CH:22]=[CH:23][C:16]([N+:13]([O-:15])=[O:14])=[CH:17][CH:18]=2)[C:9]2[CH:8]=[CH:7][C:6]([C:4]([O:3][CH2:2][CH3:1])=[O:5])=[CH:11][CH:10]=2)=[CH:27][CH:28]=[C:29]2[C:34]=1[N:33]=[CH:32][CH:31]=[CH:30]2. Procedure: The title compound was prepared by both Method A and method B presented for the compound of Example 1 with the change that benzocaine (Sigma), 4-nitro-benzaldehyde (Sigma) and 8-hydroxy quinoline were used as starting materials. Product purified by column chromatography: C25H21N3O5; (MW: 443.2); yield; 50 mg (30.9%, Method A). HPLC (CH3CN/H2O 70:30 Phenomenex C-18 254 nm): Tr=8.82 min. Reactants: COP(OC)(=O)CC(C(CCCC)(F)F)=O (dimethyl(3,3-difluoro-2-oxoheptyl)phosphonate), O[Li].O (LiOH.H2O), [NH4+].[Cl-] (NH4Cl), O=C1C[C@H]2[C@@H](O1)C[C@H]([C@@H]2C=O)OCC2=CC=CC=C2 ((3aR,4R,5R,6aS)-hexahydro-2-oxo-5-(phenylmethoxy)-2H-cyclopenta[b]furan-4-carboxaldehyde). Solvent: CC(C)(C)OC (MTBE), O (water), ClCCl (dichloromethane). Conditions: time 1 hour. The product is FC(C(/C=C/[C@H]1[C@@H](C[C@@H]2OC(C[C@@H]21)=O)OCC2=CC=CC=C2)=O)(CCCC)F ((3aR,4R,5R,6aS)-4-((E)-4,4-difluoro-3-oxo-1-octenyl)-2-oxo-5-(phenylmethoxy)hexahydro-2H-cyclopenta[b]furan). Yield: 56.0%. As a reaction SMILES: COP([CH2:7][C:8](=[O:16])[C:9]([F:15])([F:14])[CH2:10][CH2:11][CH2:12][CH3:13])(=O)OC.O[Li].O.[O:20]=[C:21]1[O:25][C@H:24]2[CH2:26][C@@H:27]([O:31][CH2:32][C:33]3[CH:38]=[CH:37][CH:36]=[CH:35][CH:34]=3)[C@H:28]([CH:29]=O)[C@H:23]2[CH2:22]1.[NH4+].[Cl-]>CC(OC)(C)C.ClCCl.O>[F:15][C:9]([F:14])([CH2:10][CH2:11][CH2:12][CH3:13])[C:8](=[O:16])/[CH:7]=[CH:29]/[C@@H:28]1[C@@H:23]2[C@@H:24]([O:25][C:21](=[O:20])[CH2:22]2)[CH2:26][C@H:27]1[O:31][CH2:32][C:33]1[CH:38]=[CH:37][CH:36]=[CH:35][CH:34]=1 |f:1.2,4.5|. Procedure: To a solution of dimethyl(3,3-difluoro-2-oxoheptyl)phosphonate (6.9 g, 26.5 mmoL) in MTBE (30 mL) was added LiOH.H2O (1.11 g, 26.5 mmoL) and the mixture was stirred under nitrogen for 1 h. A solution of (3aR,4R,5R,6aS)-hexahydro-2-oxo-5-(phenylmethoxy)-2H-cyclopenta[b]furan-4-carboxaldehyde (6, R1 is phenyl, and R2 and R3 are H, 6 g, 23.1 mmoL) in dichloromethane (30 mL) was added followed by NH4Cl (370 mg, 6.93 mmoL), 0.2 mL water and then the mixture was stirred for 12 h. After completion of t...